This data is from the Open Reaction Database (ORD), a public repository of structured organic reaction records. The task is: describe an organic reaction: reactants, conditions, products, and yield Starting materials: FC(C(=O)C)(F)F (1,1,1-trifluoroacetone), FC([C@@](C(=O)O)(C)O)(F)F ((S)-3,3,3-trifluoro-2-hydroxy-2-methylpropanoic acid), FC([C@@](C#N)(C)O)(F)F ((S)-3,3,3-trifluoro-2-hydroxy-2-methylpropanenitrile), [C-]#N.[Na+] (sodium cyanide), FC([C@@](C#N)(C)O)(F)F ((S)-3,3,3-Trifluoro-2-hydroxy-2-methylpropanenitrile), Cl (hydrochloric acid). The product is FC(C(C#N)(C)O)(F)F (racemic 3,3,3-trifluoro-2-hydroxy-2-methylpropanenitrile). Reaction SMILES: FC(F)(F)[C@](O)(C)C(O)=O.[F:11][C:12]([F:19])([F:18])[C@:13]([OH:17])([CH3:16])[C:14]#[N:15].FC(F)(F)C(C)=O.[C-]#N.[Na+].Cl>>[F:11][C:12]([F:19])([F:18])[C:13]([OH:17])([CH3:16])[C:14]#[N:15] |f:3.4|. Procedure details: In a particular aspect of the invention, (S)-3,3,3-trifluoro-2-hydroxy-2-methylpropanoic acid is prepared by reaction of (S)-3,3,3-trifluoro-2-hydroxy-2-methylpropanenitrile with acid. (S)-3,3,3-Trifluoro-2-hydroxy-2-methylpropanenitrile can be prepared by reacting 1,1,1-trifluoroacetone with sodium cyanide in the presence of hydrochloric acid to form racemic 3,3,3-trifluoro-2-hydroxy-2-methylpropanenitrile. The racemic 3,3,3-trifluoro-2-hydroxy-2-methylpropanenitrile is then reacted with an aci... Reactants: BrC1=C(C=C(C=C1)OC)CC (1-Bromo-2-ethyl-4-methoxy-benzene), C(C)(C)(C)OC(=O)N1CCNCC1 (piperazine-1-carboxylic acid tert-butyl ester), P (phosphine), CC(C)([O-])C.[Na+] (sodium t-butoxide). Reagents/catalysts: CC(=O)[O-].CC(=O)[O-].[Pd+2] (Pd(OAc)2). Run in C1(=CC=CC=C1)C (toluene), CCOC(=O)C.CCCCCC (EtOAc hexane). Reaction conditions: temperature 120 celsius. Product: C(C)(C)(C)OC(=O)N1CCN(CC1)C1=C(C=C(C=C1)OC)CC (4-(2-Ethyl-4-methoxy-phenyl)-piperazine-1-carboxylic acid tert-butyl ester). As a reaction SMILES: Br[C:2]1[CH:7]=[CH:6][C:5]([O:8][CH3:9])=[CH:4][C:3]=1[CH2:10][CH3:11].[C:12]([O:16][C:17]([N:19]1[CH2:24][CH2:23][NH:22][CH2:21][CH2:20]1)=[O:18])([CH3:15])([CH3:14])[CH3:13].P.CC(C)([O-])C.[Na+]>C1(C)C=CC=CC=1.CCOC(C)=O.CCCCCC.CC([O-])=O.CC([O-])=O.[Pd+2]>[C:12]([O:16][C:17]([N:19]1[CH2:24][CH2:23][N:22]([C:2]2[CH:7]=[CH:6][C:5]([O:8][CH3:9])=[CH:4][C:3]=2[CH2:10][CH3:11])[CH2:21][CH2:20]1)=[O:18])([CH3:15])([CH3:13])[CH3:14] |f:3.4,6.7,8.9.10|. Reported procedure: 1-Bromo-2-ethyl-4-methoxy-benzene (1 eq), piperazine-1-carboxylic acid tert-butyl ester (1.5 eq), Pd(OAc)2 (0.03 eq), phosphine ligand (0.06 eq), sodium t-butoxide (1.7 eq) are mixed in toluene and the resulting mixture is heated at 120° C. in microwave for 20 minutes. It is then diluted with EtOAc/hexane and filtered through celite. Flash column chromatography (20% EtOAc/hexane) gave 4-(2-Ethyl-4-methoxy-phenyl)-piperazine-1-carboxylic acid tert-butyl ester. MS: (ES+): 321.2 (M+1)+. Starting materials: O=S1(=O)N(CCBr)Cc2ccccc2N1c1ccccc1F, CN, CCO. Yields the product CNCCN1Cc2ccccc2N(c2ccccc2F)S1(=O)=O. RXN SMILES: [Br:1][CH2:2][CH2:3][N:4]1[S:5](=[O:21])(=[O:22])[N:6]([c:14]2[c:15]([F:20])[cH:16][cH:17][cH:18][cH:19]2)[c:7]2[c:8]([cH:10][cH:11][cH:12][cH:13]2)[CH2:9]1.[CH3:23][NH2:24].[CH3:25][CH2:26][OH:27]>>[CH2:2]([CH2:3][N:4]1[S:5](=[O:21])(=[O:22])[N:6]([c:14]2[c:15]([F:20])[cH:16][cH:17][cH:18][cH:19]2)[c:7]2[c:8]([cH:10][cH:11][cH:12][cH:13]2)[CH2:9]1)[NH:24][CH3:23]. Reactants: ClCCl, O=[Cr](=O)([O-])O[Cr](=O)(=O)[O-], Cc1ccc(S(=O)(=O)Oc2n[nH]c(C(C)O)c2-c2ccccc2F)cc1, c1cc[nH+]cc1, c1cc[nH+]cc1. The product is CC(=O)c1[nH]nc(OS(=O)(=O)c2ccc(C)cc2)c1-c1ccccc1F. RXN SMILES: [Cl:48][CH2:49][Cl:50].[Cr:27]([O:28][Cr:29]([O-:30])(=[O:31])=[O:32])([O-:33])(=[O:34])=[O:35].[F:1][c:2]1[c:3](-[c:8]2[c:9]([O:16][S:17](=[O:18])(=[O:19])[c:20]3[cH:21][cH:22][c:23]([CH3:26])[cH:24][cH:25]3)[n:10][nH:11][c:12]2[CH:13]([CH3:14])[OH:15])[cH:4][cH:5][cH:6][cH:7]1.[nH+:36]1[cH:37][cH:38][cH:39][cH:40][cH:41]1.[nH+:42]1[cH:43][cH:44][cH:45][cH:46][cH:47]1>>[F:1][c:2]1[c:3](-[c:8]2[c:9]([O:16][S:17](=[O:18])(=[O:19])[c:20]3[cH:21][cH:22][c:23]([CH3:26])[cH:24][cH:25]3)[n:10][nH:11][c:12]2[C:13]([CH3:14])=[O:15])[cH:4][cH:5][cH:6][cH:7]1. Starting materials: Methyloxalyl chloride, COC1=C(C=CC=C1)N1CCN(CC1)C1CCC(CC1)(C1=NC=C(C=C1C)C)O (1-(2-methoxyphenyl)-4-[1-hydroxy-1(3,5-dimethylpyridin-2-yl)-cyclohex-4-yl]piperazine), N1C=NC=C1 (imidazole). The solvent is C1CCOC1 (THF). Reaction conditions: time 8 hour. The product is COC1=C(C=CC=C1)N1CCN(CC1)C1CC=C(CC1)C1=NC=C(C=C1C)C (1-(2-Methoxyphenyl)-4-[1-(3,5-dimethylpyridin-2-yl)-cyclohex-1-en-4-yl]piperazine). Yield: 61.8%. RXN SMILES: [CH3:1][O:2][C:3]1[CH:8]=[CH:7][CH:6]=[CH:5][C:4]=1[N:9]1[CH2:14][CH2:13][N:12]([CH:15]2[CH2:20][CH2:19][C:18](O)([C:21]3[C:26]([CH3:27])=[CH:25][C:24]([CH3:28])=[CH:23][N:22]=3)[CH2:17][CH2:16]2)[CH2:11][CH2:10]1.N1C=CN=C1>C1COCC1>[CH3:1][O:2][C:3]1[CH:8]=[CH:7][CH:6]=[CH:5][C:4]=1[N:9]1[CH2:14][CH2:13][N:12]([CH:15]2[CH2:20][CH2:19][C:18]([C:21]3[C:26]([CH3:27])=[CH:25][C:24]([CH3:28])=[CH:23][N:22]=3)=[CH:17][CH2:16]2)[CH2:11][CH2:10]1. Procedure details: Methyloxalyl chloride (0.35 ml) was added to a mixture of 1-(2-methoxyphenyl)-4-[1-hydroxy-1(3,5-dimethylpyridin-2-yl)-cyclohex-4-yl]piperazine (0.7 g, 1.8 mmol) and imidazole (0.25 g) in THF (15 ml) at reflux. Heating was continued overnight when the solvent was evaporated in vacuo and replaced with toluene (15 ml). The mixture was heated under reflux overnight, then, when cool, added to dilute NaOH (aq) and extracted by ether (3×50 ml). The combined organic extracts were washed with brine (50 ... Reactants: Cc1ccc(Oc2ccc(C)cc2C(=O)O)cc1, [Na+], [OH-], c1ccccc1. Product: Cc1ccc(Oc2ccc(C)cc2CO)cc1. Reaction SMILES: [CH3:1][c:2]1[cH:3][cH:4][c:5]([O:6][c:7]2[c:8]([C:9](=[O:10])[OH:11])[cH:12][c:13]([CH3:16])[cH:14][cH:15]2)[cH:17][cH:18]1.[Na+:20].[OH-:19].[cH:21]1[cH:22][cH:23][cH:24][cH:25][cH:26]1>>[CH3:1][c:2]1[cH:3][cH:4][c:5]([O:6][c:7]2[c:8]([CH2:9][OH:10])[cH:12][c:13]([CH3:16])[cH:14][cH:15]2)[cH:17][cH:18]1. Starting materials: CCOC(=O)C1CC(N(Cc2ccccc2)Cc2ccccc2)CC1CC, CCO, [H][H], [OH-], [OH-], [Pd+2]. Product: CCOC(=O)C1CC(N)CC1CC. Reaction SMILES: [CH2:1]([N:8]([CH2:2][c:3]1[cH:4][cH:5][cH:6][cH:7][cH:21]1)[CH:9]1[CH2:10][CH:11]([CH2:19][CH3:20])[CH:12]([C:14](=[O:15])[O:16][CH2:17][CH3:18])[CH2:13]1)[c:22]1[cH:23][cH:24][cH:25][cH:26][cH:27]1.[CH3:30][CH2:31][OH:32].[H:28][H:29].[OH-:33].[OH-:34].[Pd+2:35]>>[NH2:8][CH:9]1[CH2:10][CH:11]([CH2:19][CH3:20])[CH:12]([C:14](=[O:15])[O:16][CH2:17][CH3:18])[CH2:13]1. The reactants are FC1=C(COC=2C(=NC=C(C(=O)OC)C2)[N+](=O)[O-])C=CC=C1 (methyl 5-[(2-fluorobenzyl)oxy]-6-nitronicotinate), C(C)O (ethanol), O (water), [Cl-].[NH4+] (ammonium chloride). The reagents and catalysts are [Fe] (iron). Solvent: C1CCOC1 (THF). Yields the product NC1=NC=C(C(=O)OC)C=C1OCC1=C(C=CC=C1)F (methyl 6-amino-5-[(2-fluorobenzyl)oxy]nicotinate). Isolated yield 99.8%. RXN SMILES: [F:1][C:2]1[CH:22]=[CH:21][CH:20]=[CH:19][C:3]=1[CH2:4][O:5][C:6]1[C:7]([N+:16]([O-])=O)=[N:8][CH:9]=[C:10]([CH:15]=1)[C:11]([O:13][CH3:14])=[O:12].C(O)C.O.[Cl-].[NH4+]>C1COCC1.[Fe]>[NH2:16][C:7]1[C:6]([O:5][CH2:4][C:3]2[CH:19]=[CH:20][CH:21]=[CH:22][C:2]=2[F:1])=[CH:15][C:10]([C:11]([O:13][CH3:14])=[O:12])=[CH:9][N:8]=1 |f:3.4|. Procedure: To a solution of 2.5 g of methyl 5-[(2-fluorobenzyl)oxy]-6-nitronicotinate in 25 ml of THF were added 50 ml of ethanol, 25 ml of water, 218 mg of ammonium chloride, and 1.37 g of iron, followed by heating to reflux for 2 hours. After leaving to be cooled at room temperature, the reaction mixture was filtered over Celite, and to the filtrate were added a saturated aqueous sodium hydrogen carbonate solution and chloroform to carry out a layer separation operation. The organic layer was dried over ... Starting materials: [Al+3], CC(C(=O)O)c1ccc(Cl)cc1, [H-], [H-], [H-], [H-], [Li+], [Na+], C1CCOC1, [OH-], O. The product is CC(CO)c1ccc(Cl)cc1. RXN SMILES: [Al+3:2].[Cl:7][c:8]1[cH:9][cH:10][c:11]([CH:14]([C:15](=[O:16])[OH:17])[CH3:18])[cH:12][cH:13]1.[H-:1].[H-:4].[H-:5].[H-:6].[Li+:3].[Na+:21].[O:22]1[CH2:23][CH2:24][CH2:25][CH2:26]1.[OH-:20].[OH2:19]>>[Cl:7][c:8]1[cH:9][cH:10][c:11]([CH:14]([CH2:15][OH:16])[CH3:18])[cH:12][cH:13]1. Product: C(C1=CC=CC=C1)OC1=CC(=CC2=C1C=C(O2)C(C)=O)OC (1-(4-(Benzyloxy)-6-methoxybenzofuran-2-yl)ethanone). Run in CN(C=O)C (N,N-dimethylformamide), O1CCCC1 (tetrahydrofuran), C(C)(=O)OCC (ethyl acetate), C(C)(=O)OCC (ethyl acetate). As a reaction SMILES: [CH2:1]([O:8][C:9]1[CH:16]=[C:15]([O:17][CH3:18])[CH:14]=[C:13]([OH:19])[C:10]=1[CH:11]=O)[C:2]1[CH:7]=[CH:6][CH:5]=[CH:4][CH:3]=1.C(=O)([O-])[O-].[Cs+].[Cs+].Cl[CH2:27][C:28](=[O:30])[CH3:29].O1C2C=CC=CC=2C=C1>CN(C)C=O.O1CCCC1.C(OCC)(=O)C.O.C1(C)C=CC(S(O)(=O)=O)=CC=1>[CH2:1]([O:8][C:9]1[C:10]2[CH:11]=[C:27]([C:28](=[O:30])[CH3:29])[O:19][C:13]=2[CH:14]=[C:15]([O:17][CH3:18])[CH:16]=1)[C:2]1[CH:7]=[CH:6][CH:5]=[CH:4][CH:3]=1 |f:1.2.3,9.10|. Procedure: A solution of 2-(benzyloxy)-6-hydroxy-4-methoxybenzaldehyde (Example 1C, 3.46 g, 13.4 mmol) in N,N-dimethylformamide (50 mL) was treated with powdered anhydrous cesium carbonate (4.58 g, 14.05 mmol) added all at once. The resulting mixture was stirred in vacuo for 10 min. and then flushed with nitrogen. The reaction flask was placed in a water bath (22° C.) and treated with chloroacetone (1.74 g, 18.7 mmol) added dropwise over 5 min. The resulting mixture was then stirred at 22° C. for 18 h (no ... Reagents/catalysts: O.C1(=CC=C(C=C1)S(=O)(=O)O)C (p-toluenesulfonic acid monohydrate). Isolated yield 88.4%. Starting materials: C(C1=CC=CC=C1)OC1=C(C=O)C(=CC(=C1)OC)O (2-(benzyloxy)-6-hydroxy-4-methoxybenzaldehyde), C([O-])([O-])=O.[Cs+].[Cs+] (cesium carbonate), aldehyde, alkylated aldehyde, O1C=CC2=C1C=CC=C2 (benzofuran), ClCC(C)=O (chloroacetone), alkylated aldehyde. Run at time 10 minute.